Dataset: the Open Reaction Database (ORD), a public repository of structured organic reaction records. Task: describe an organic reaction: reactants, conditions, products, and yield Starting materials: COc1cc(C(=O)CCOC(=O)[O-])cc(OC)c1OC, [H][H], S, c1ccc2ncccc2c1. RXN SMILES: [C:1](=[O:2])([O-:3])[O:4][CH2:19][CH2:20][C:5]([c:6]1[cH:7][c:8]([O:16][CH3:17])[c:9]([O:14][CH3:15])[c:10]([O:12][CH3:13])[cH:11]1)=[O:18].[H:32][H:33].[S:21].[cH:22]1[cH:23][c:24]2[c:25]([n:26][cH:27][cH:28][cH:29]2)[cH:30][cH:31]1>>[CH:5]([c:6]1[cH:7][c:8]([O:16][CH3:17])[c:9]([O:14][CH3:15])[c:10]([O:12][CH3:13])[cH:11]1)=[O:18]. Product: COc1cc(C=O)cc(OC)c1OC. The reactants are C(C1=CC=CC=C1)OC1=CC=C(C=C1)N1C(CC(C1)CO)=O ((RS)-1-(4-benzyloxy-phenyl)-4-hydroxymethyl-pyrrolidin-2-one), S(=O)(Cl)Cl (thionyl chloride). Run in C1(=CC=CC=C1)C (toluene). The product is C(C1=CC=CC=C1)OC1=CC=C(C=C1)N1C(CC(C1)CCl)=O ((RS)-1-(4-Benzyloxy-phenyl)-4-chloromethyl-pyrrolidin-2-one). Yield: 15.6%. Reaction SMILES: [CH2:1]([O:8][C:9]1[CH:14]=[CH:13][C:12]([N:15]2[CH2:19][CH:18]([CH2:20]O)[CH2:17][C:16]2=[O:22])=[CH:11][CH:10]=1)[C:2]1[CH:7]=[CH:6][CH:5]=[CH:4][CH:3]=1.S(Cl)([Cl:25])=O>C1(C)C=CC=CC=1>[CH2:1]([O:8][C:9]1[CH:14]=[CH:13][C:12]([N:15]2[CH2:19][CH:18]([CH2:20][Cl:25])[CH2:17][C:16]2=[O:22])=[CH:11][CH:10]=1)[C:2]1[CH:7]=[CH:6][CH:5]=[CH:4][CH:3]=1. Procedure: 740 mg (2.49 mmol) (RS)-1-(4-benzyloxy-phenyl)-4-hydroxymethyl-pyrrolidin-2-one is dissolved in 20 ml toluene. 1.08 ml (14.9 mmol) thionyl chloride is added and the mixture refluxed for 6 hours. Evaporation and chromatography (silica gel, n-hexane/ethyl acetate 1:1) yields 123 mg (16%) of a brownish semisolid. MS: m/e=315.2 (M+). Reactants: C(C)(C)C1=CC=C(CCl)C=C1 (4-isopropylbenzyl chloride), C(C)(C)NC(C)C (Diisopropylamine), C(CCC)[Li] (n-butyl lithium), C(C(C)C)OC(C)=O (isobutylacetate), Cl (hydrochloric acid). Run in O1CCCC1 (tetrahydrofuran), O1CCCC1 (tetrahydrofuran). Conditions: temperature 30 celsius, time 1 hour. Yields the product C(C)(C)C1=CC=C(C=C1)CC(C(=O)O)(C)C (3-(4-isopropylphenyl)-2,2-dimethylpropanoic acid). RXN SMILES: C(N[CH:5]([CH3:7])[CH3:6])(C)C.C([Li])CCC.C([O:17][C:18](=[O:20])C)C(C)C.[CH:21]([C:24]1[CH:31]=[CH:30][C:27]([CH2:28]Cl)=[CH:26][CH:25]=1)([CH3:23])[CH3:22].Cl>O1CCCC1>[CH:21]([C:24]1[CH:31]=[CH:30][C:27]([CH2:28][C:5]([CH3:6])([CH3:7])[C:18]([OH:20])=[O:17])=[CH:26][CH:25]=1)([CH3:23])[CH3:22]. Procedure: Diisopropylamine (3.08 ml) was dissolved in tetrahydrofuran (40 ml) and to the mixture was added n-butyl lithium (13.8 ml; 1.6M in hexane) at −78° C. and then was added isobutylacetate (0.93 ml) and the mixture was stirred for 1 hour at 30° C. To the reaction mixture was added a solution of 4-isopropylbenzyl chloride (2.19 g) in tetrahydrofuran (10 ml) at −78° C. and the mixture was stirred for 2 hours at room temperature. The reaction mixture was poured into cool hydrochloric acid and the mixtu... Reactants: COC=1C=C(C=CC1N1C[C@@H](CC1)O[Si](C(C)C)(C(C)C)C(C)C)N ((R)-3-methoxy-4-(3-triisopropylsilanyloxy-pyrrolidin-1-yl)-phenylamine), C[Al](C)C (trimethylaluminum), ClC1=CC=C(C=C1)C=1SC2=C(N1)CCOC2=O (2-(4-chloro-phenyl)-6,7-dihydro-pyrano[4,3-d]thiazol-4-one). Run at time 8 hour. The product is COC=1C=C(C=CC1N1C[C@@H](CC1)O[Si](C(C)C)(C(C)C)C(C)C)NC(=O)C1=C(N=C(S1)C1=CC=C(C=C1)Cl)CCO ((R)-2-(4-Chloro-phenyl)-4-(2-hydroxy-ethyl)-thiazole-5-carboxylic acid [3-methoxy-4-(3-triisopropylsilanyloxy-pyrrolidin-1-yl)-phenyl]-amide). Isolated yield 118.1%. Reaction SMILES: [CH3:1][O:2][C:3]1[CH:4]=[C:5]([NH2:25])[CH:6]=[CH:7][C:8]=1[N:9]1[CH2:13][CH2:12][C@@H:11]([O:14][Si:15]([CH:22]([CH3:24])[CH3:23])([CH:19]([CH3:21])[CH3:20])[CH:16]([CH3:18])[CH3:17])[CH2:10]1.C[Al](C)C.[Cl:30][C:31]1[CH:36]=[CH:35][C:34]([C:37]2[S:38][C:39]3[C:45](=[O:46])[O:44][CH2:43][CH2:42][C:40]=3[N:41]=2)=[CH:33][CH:32]=1>>[CH3:1][O:2][C:3]1[CH:4]=[C:5]([NH:25][C:45]([C:39]2[S:38][C:37]([C:34]3[CH:35]=[CH:36][C:31]([Cl:30])=[CH:32][CH:33]=3)=[N:41][C:40]=2[CH2:42][CH2:43][OH:44])=[O:46])[CH:6]=[CH:7][C:8]=1[N:9]1[CH2:13][CH2:12][C@@H:11]([O:14][Si:15]([CH:19]([CH3:21])[CH3:20])([CH:22]([CH3:24])[CH3:23])[CH:16]([CH3:18])[CH3:17])[CH2:10]1. Procedure: Charge an oven-dried round bottom flask with (R)-3-methoxy-4-(3-triisopropylsilanyloxy-pyrrolidin-1-yl)-phenylamine (750 mg, 2.05 mmol), purge with nitrogen, and dilute with CH2Cl2 (11 mL). Add trimethylaluminum (2M in hexanes, 1.03 mL, 2.05 mmol) dropwise by syringe and stir 20 min at room temperature. Add solid 2-(4-chloro-phenyl)-6,7-dihydro-pyrano[4,3-d]thiazol-4-one (364 mg, 1.37 mmol) to the reaction mixture and stir overnight at ambient temperature. Absorb the reaction mixture on silica g... Reactants: CC#N, O, C=C(C)C(C(=O)OCc1ccc(OC)cc1)N1C(=O)C(NC(=O)Cc2ccccc2)C1SSc1nc2ccccc2s1, N#CS(=O)(=O)c1ccccc1. The product is C=C(C)C(C(=O)OCc1ccc(OC)cc1)N1C(=O)C(NC(=O)Cc2ccccc2)C1SS(=O)(=O)c1ccccc1. Reaction SMILES: [CH3:55][C:56]#[N:57].[OH2:54].[c:1]1([CH2:7][C:8](=[O:9])[NH:10][CH:11]2[C:12](=[O:42])[N:13]([CH:26]([C:27](=[O:28])[O:29][CH2:30][c:31]3[cH:32][cH:33][c:34]([O:37][CH3:38])[cH:35][cH:36]3)[C:39](=[CH2:40])[CH3:41])[CH:14]2[S:15][S:16][c:17]2[s:18][c:19]3[cH:20][cH:21][cH:22][cH:23][c:24]3[n:25]2)[cH:2][cH:3][cH:4][cH:5][cH:6]1.[c:43]1([S:49](=[O:50])(=[O:51])[C:52]#[N:53])[cH:44][cH:45][cH:46][cH:47][cH:48]1>>[c:1]1([CH2:7][C:8](=[O:9])[NH:10][CH:11]2[C:12](=[O:42])[N:13]([CH:26]([C:27](=[O:28])[O:29][CH2:30][c:31]3[cH:32][cH:33][c:34]([O:37][CH3:38])[cH:35][cH:36]3)[C:39](=[CH2:40])[CH3:41])[CH:14]2[S:15][S:49]([c:43]2[cH:44][cH:45][cH:46][cH:47][cH:48]2)(=[O:50])=[O:51])[cH:2][cH:3][cH:4][cH:5][cH:6]1. The reactants are BrCc1ccccc1, O=C([O-])[O-], CCCOc1c(OC)cc(C2CCC(c3cc(OC)c(OC)c(OC)c3)O2)cc1[N+](=O)[O-], [K+], [K+], CN(C)C=O. The product is CCCOc1c(NCc2ccccc2)cc(C2CCC(c3cc(OC)c(OC)c(OC)c3)O2)cc1OC. As a reaction SMILES: [Br:39][CH2:40][c:41]1[cH:42][cH:43][cH:44][cH:45][cH:46]1.[C:33](=[O:34])([O-:35])[O-:36].[CH3:1][O:2][c:3]1[cH:4][c:5]([CH:16]2[O:17][CH:18]([c:21]3[cH:22][c:23]([O:31][CH3:32])[c:24]([O:29][CH3:30])[c:25]([O:27][CH3:28])[cH:26]3)[CH2:19][CH2:20]2)[cH:6][c:7]([N+:13]([O-:14])=[O:15])[c:8]1[O:9][CH2:10][CH2:11][CH3:12].[K+:37].[K+:38].[O:47]=[CH:48][N:49]([CH3:50])[CH3:51]>>[CH3:1][O:2][c:3]1[cH:4][c:5]([CH:16]2[O:17][CH:18]([c:21]3[cH:22][c:23]([O:31][CH3:32])[c:24]([O:29][CH3:30])[c:25]([O:27][CH3:28])[cH:26]3)[CH2:19][CH2:20]2)[cH:6][c:7]([NH:13][CH2:40][c:41]2[cH:42][cH:43][cH:44][cH:45][cH:46]2)[c:8]1[O:9][CH2:10][CH2:11][CH3:12]. Starting materials: [OH-].[Na+] (Sodium hydroxide), Cl (HCl), BrCCCCCCCCCCC(=O)O (11-Bromoundecanoic acid), NC(=S)N (thiourea). Run in O (water), C(C)O (ethanol). Yields the product SCCCCCCCCCCC(=O)O (11-Mercaptoundecanoic acid). Reaction SMILES: Br[CH2:2][CH2:3][CH2:4][CH2:5][CH2:6][CH2:7][CH2:8][CH2:9][CH2:10][CH2:11][C:12]([OH:14])=[O:13].NC(N)=[S:17].[OH-].[Na+].Cl>C(O)C.O>[SH:17][CH2:2][CH2:3][CH2:4][CH2:5][CH2:6][CH2:7][CH2:8][CH2:9][CH2:10][CH2:11][C:12]([OH:14])=[O:13] |f:2.3|. Procedure details: 11-Bromoundecanoic acid (20.0 g, 0.075 mol) and thiourea (6.3 g, 1.1 equiv.) were refluxed in ethanol (250 mL) overnight. Sodium hydroxide (6.3 g) in water (20 mL) was added and the mixture was further refluxed for 2 hr. The solution was cooled and acidified with 1N HCl. Ethanol was evaporated under reduced pressure and the aqueous residue was extracted With CH2Cl2. The combined organic extracts were dried (MgSO4) and evaporated to give white powder. Yield: 15.0 g (91%) The reactants are C1(=CC=CC=C1)[C@H](C)NC1=NC=CC(=N1)N1C=NC2=C1C=CC(=C2)C=2N=NC(=CC2)Cl (2-[(S)-1-phenylethylamino]-4-[5-(6-chloropyridazin-3-yl)benzimidazol-1-yl]pyrimidine), CNC (dimethylamine). Run in C(C)O (ethanol). Conditions: temperature 60 celsius. Yields the product C1(=CC=CC=C1)[C@H](C)NC1=NC=CC(=N1)N1C=NC2=C1C=CC(=C2)C=2N=NC(=CC2)N(C)C (2-[(S)-1-phenylethylamino]-4-[5-(6-(N,N-dimethylamino)pyridazin-3-yl)-benzimidazol-1-yl]pyrimidine). As a reaction SMILES: [C:1]1([C@@H:7]([NH:9][C:10]2[N:15]=[C:14]([N:16]3[C:20]4[CH:21]=[CH:22][C:23]([C:25]5[N:26]=[N:27][C:28](Cl)=[CH:29][CH:30]=5)=[CH:24][C:19]=4[N:18]=[CH:17]3)[CH:13]=[CH:12][N:11]=2)[CH3:8])[CH:6]=[CH:5][CH:4]=[CH:3][CH:2]=1.[CH3:32][NH:33][CH3:34]>C(O)C>[C:1]1([C@@H:7]([NH:9][C:10]2[N:15]=[C:14]([N:16]3[C:20]4[CH:21]=[CH:22][C:23]([C:25]5[N:26]=[N:27][C:28]([N:33]([CH3:34])[CH3:32])=[CH:29][CH:30]=5)=[CH:24][C:19]=4[N:18]=[CH:17]3)[CH:13]=[CH:12][N:11]=2)[CH3:8])[CH:6]=[CH:5][CH:4]=[CH:3][CH:2]=1. Procedure: 2-[(S)-1-phenylethylamino]-4-[5-(6-chloropyridazin-3-yl)benzimidazol-1-yl]pyrimidine (13.2 mg) was mixed with 33% dimethylamine in ethanol (1 mL) in a sealed tube, the system heated to 60° C. for 15 h. The mixture was cooled, concentrated and the residue purified on silica gel (2.5%MeOH in CH2Cl2) to yield 11.2 mg of the title compound. 1H NMR (500 MHz, CDCl3): δ 8.51 (br s, 1H); 8.41 (d, J=5.5 Hz, 1H); 8.27 (s, 1H); 8.19 (br s, 1H); 7.89 (br s, 1H); 7.73 (d, J=9.6 Hz, 1H); 7.46 (m, 2H); 7.41 (t... Reaction conditions: time 8 hour. The reactants are O (water), BrC=1C(=NC=C(C1)Br)N (3,5-dibromopyridine-2-amine), C(OCC)(=S)[S-].[K+] (potassium O-ethyl carbonodithioate), S(=O)(=O)(Cl)Cl (sulfuryl chloride), S(=O)(=O)(Cl)Cl (sulfuryl chloride). The solvent is Cl (HCl), CN(C)C=O (DMF). The product is Cl.BrC=1C=C2C(=NC1)N=C(S2)Cl (6-Bromo-2-chlorothiazolo[4,5-b]pyridine hydrochloride). Yield: 98.7%. Procedure: A solution of 3,5-dibromopyridine-2-amine (5 g, 19.85 mmol) and potassium O-ethyl carbonodithioate (7.64 g, 47.6 mmol) in DMF (25.6 mL) was heated to 130° C. where it stirred overnight. After this time, the reaction mixture was allowed to cool to rt. Once at the prescribed temperature, the reaction mixture was diluted with HCl (1 N, 150 mL), and then stirred at rt for an additional hour. At the conclusion of this period, the resulting solid was collected by filtration, washed with water (2×15 mL... RXN SMILES: Br[C:2]1[C:3]([NH2:9])=[N:4][CH:5]=[C:6]([Br:8])[CH:7]=1.[C:10]([S-:15])(=S)OCC.[K+].S(Cl)([Cl:20])(=O)=O.O>CN(C=O)C.Cl>[ClH:20].[Br:8][C:6]1[CH:7]=[C:2]2[S:15][C:10]([Cl:20])=[N:9][C:3]2=[N:4][CH:5]=1 |f:1.2,7.8|.